Task: describe an organic reaction: reactants, conditions, products, and yield. Dataset: the Open Reaction Database (ORD), a public repository of structured organic reaction records Reactants: [NH4+].[Cl-] (NH4Cl), C(CCCCC)N1C2=C(C3=C1C=CS3)SC=C2 (4-hexyl-4H-dithieno[3,2-b;2′,3′-d]pyrrole), C1CCOC1 (THF), C(=O)N1CCCCC1 (N-formylpiperidine), [Li]CCCC (n-BuLi). Reaction conditions: temperature -78 celsius, time 90 minute. The product is C(CCCCC)N1C2=C(C3=C1C=C(S3)C=O)SC(=C2)C=O (4-Hexyl-4H-dithieno[3,2-b;2′,3′-d]pyrrol-2,6-dicarbaldehyde). As a reaction SMILES: [CH2:1]([N:7]1[C:11]2[CH:12]=[CH:13][S:14][C:10]=2[C:9]2[S:15][CH:16]=[CH:17][C:8]1=2)[CH2:2][CH2:3][CH2:4][CH2:5][CH3:6].[Li]CCCC.[CH:23](N1CCCCC1)=[O:24].[NH4+].[Cl-].C1C[O:36][CH2:35]C1>>[CH2:1]([N:7]1[C:11]2[CH:12]=[C:13]([CH:35]=[O:36])[S:14][C:10]=2[C:9]2[S:15][C:16]([CH:23]=[O:24])=[CH:17][C:8]1=2)[CH2:2][CH2:3][CH2:4][CH2:5][CH3:6] |f:3.4|. Procedure: To a solution of 4-hexyl-4H-dithieno[3,2-b;2′,3′-d]pyrrole (36) (1.100 g, 4.18 mmol) in 126 ml of dry THF are added, at −78° C. under argon over a period of 20 minutes, n-BuLi (1.6 M in hexanes; 5.5 ml, 8.79 mmol). After the addition, the mixture was stirred at −78° C. for a further 90 minutes and then warmed to room temperature. After stirring at RT for a further 1 hour, the mixture was cooled again to −78° C. and N-formylpiperidine (1.045 g, 9.24 mmol) was added rapidly by means of a syringe. ... As a reaction SMILES: [C:13](#[CH:14])[c:15]1[cH:16][n:17][n:18]([CH2:20][c:21]2[cH:22][cH:23][c:24]([O:27][CH3:28])[cH:25][cH:26]2)[cH:19]1.[CH3:29][C:30]#[N:31].[Cu:32][I:33].[F:1][c:2]1[c:3]([O:11][CH3:12])[c:4]([I:10])[cH:5][cH:6][c:7]1[O:8][CH3:9]>>[F:1][c:2]1[c:3]([O:11][CH3:12])[c:4]([C:14]#[C:13][c:15]2[cH:16][n:17][n:18]([CH2:20][c:21]3[cH:22][cH:23][c:24]([O:27][CH3:28])[cH:25][cH:26]3)[cH:19]2)[cH:5][cH:6][c:7]1[O:8][CH3:9]. Starting materials: C#Cc1cnn(Cc2ccc(OC)cc2)c1, CC#N, [Cu]I, COc1ccc(I)c(OC)c1F. Yields the product COc1ccc(Cn2cc(C#Cc3ccc(OC)c(F)c3OC)cn2)cc1. The reactants are BrC1CCC1, COC(=O)c1cc(C=O)cc(C)c1O, [I-], [K+], CN(C)C=O, O. Product: COC(=O)c1cc(C=O)cc(C)c1OC1CCC1. RXN SMILES: [Br:1][CH:2]1[CH2:3][CH2:4][CH2:5]1.[CH3:8][O:9][C:10]([c:11]1[c:12]([OH:20])[c:13]([CH3:19])[cH:14][c:15]([CH:17]=[O:18])[cH:16]1)=[O:21].[I-:7].[K+:6].[O:23]=[CH:24][N:25]([CH3:26])[CH3:27].[OH2:22]>>[CH:2]1([O:20][c:12]2[c:11]([C:10]([O:9][CH3:8])=[O:21])[cH:16][c:15]([CH:17]=[O:18])[cH:14][c:13]2[CH3:19])[CH2:3][CH2:4][CH2:5]1. The reactants are C(C(C)C)C1NCC2=CC=CC=C2C1 (3-isobutyl-1,2,3,4-tetrahydroisoquinoline), FC(C(=O)O)(F)F (trifluoroacetic acid), FC(C(=O)O)(F)F (trifluoroacetic acid). Reaction conditions: time 2 hour. Product: C(C(C)C)C1N(CC2=CC=CC=C2C1)C(C(F)(F)F)=O (3-isobutyl-2-trifluoroacetyl-1,2,3,4-tetrahydroisoquinoline). Yield: 91.1%. RXN SMILES: [CH2:1]([CH:5]1[CH2:14][C:13]2[C:8](=[CH:9][CH:10]=[CH:11][CH:12]=2)[CH2:7][NH:6]1)[CH:2]([CH3:4])[CH3:3].[F:15][C:16]([F:21])([F:20])[C:17](O)=[O:18]>>[CH2:1]([CH:5]1[CH2:14][C:13]2[C:8](=[CH:9][CH:10]=[CH:11][CH:12]=2)[CH2:7][N:6]1[C:17](=[O:18])[C:16]([F:21])([F:20])[F:15])[CH:2]([CH3:4])[CH3:3]. Reported procedure: To 206 mg of 3-isobutyl-1,2,3,4-tetrahydroisoquinoline obtained in Example 20 was added 458 mg of anhydrous trifluoroacetic acid, followed by stirring at room temperature for 2 hours. Further, 200 mg of anhydrous trifluoroacetic acid was added thereto, followed by stirring at 40° C. for 1 hour. After completion of the reaction, the reaction liquid was concentrated under reduced pressure, added with ethyl acetate, and washed with an aqueous sodium bicarbonate solution and then with brine. The org... Reactants: C=1C=CC(=CC1)P(C=2C=CC=CC2)C3=CC=C4C=CC=CC4=C3C5=C6C=CC=CC6=CC=C5P(C=7C=CC=CC7)C=8C=CC=CC8 (BINAP), COC1=CC2=C(NC(N(CC2)C2CCNCC2)=O)C=C1 (7-methoxy-3-piperidin-4-yl-1,3,4,5-tetrahydro-benzo[d][1,3]diazepin-2-one), BrC=1C=C(C(=O)C2=CC3=C(N(C(O3)=O)C)C(=C2)C)C=CC1 (6-(3-bromo-benzoyl)-3,4-dimethyl-3H-benzoxazol-2-one), C([O-])([O-])=O.[Cs+].[Cs+] (caesium carbonate). The reagents and catalysts are C(C)(=O)[O-].[Pd+2].C(C)(=O)[O-] (palladium(II)acetate). Solvent: C=1(C(=CC=CC1)C)C (xylene). Run at temperature 100 celsius, time 48 hour. Product: CN1C(OC2=C1C(=CC(=C2)C(=O)C=2C=C(C=CC2)N2CCC(CC2)N2C(NC1=C(CC2)C=C(C=C1)OC)=O)C)=O (3-{1-[3-(3,4-dimethyl-2-oxo-2,3-dihydro-benzoxazole-6-carbonyl)-phenyl]-piperidin-4-yl}-7-methoxy-1,3,4,5-tetrahydro-benzo[d][1,3]diazepin-2-one). As a reaction SMILES: [CH3:1][O:2][C:3]1[CH:20]=[CH:19][C:6]2[NH:7][C:8](=[O:18])[N:9]([CH:12]3[CH2:17][CH2:16][NH:15][CH2:14][CH2:13]3)[CH2:10][CH2:11][C:5]=2[CH:4]=1.Br[C:22]1[CH:23]=[C:24]([CH:39]=[CH:40][CH:41]=1)[C:25]([C:27]1[CH:37]=[C:36]([CH3:38])[C:30]2[N:31]([CH3:35])[C:32](=[O:34])[O:33][C:29]=2[CH:28]=1)=[O:26].C(=O)([O-])[O-].[Cs+].[Cs+].C1C=CC(P(C2C(C3C(P(C4C=CC=CC=4)C4C=CC=CC=4)=CC=C4C=3C=CC=C4)=C3C(C=CC=C3)=CC=2)C2C=CC=CC=2)=CC=1>C1(C)C(C)=CC=CC=1.C([O-])(=O)C.[Pd+2].C([O-])(=O)C>[CH3:35][N:31]1[C:30]2[C:36]([CH3:38])=[CH:37][C:27]([C:25]([C:24]3[CH:39]=[C:40]([N:15]4[CH2:14][CH2:13][CH:12]([N:9]5[CH2:10][CH2:11][C:5]6[CH:4]=[C:3]([O:2][CH3:1])[CH:20]=[CH:19][C:6]=6[NH:7][C:8]5=[O:18])[CH2:17][CH2:16]4)[CH:41]=[CH:22][CH:23]=3)=[O:26])=[CH:28][C:29]=2[O:33][C:32]1=[O:34] |f:2.3.4,7.8.9|. Procedure: Under an argon atmosphere 330 mg (1.20 mmol) 7-methoxy-3-piperidin-4-yl-1,3,4,5-tetrahydro-benzo[d][1,3]diazepin-2-one, 350 mg (1.01 mmol) 6-(3-bromo-benzoyl)-3,4-dimethyl-3H-benzoxazol-2-one and 586 mg (1.80 mmol) caesium carbonate were stirred in 10 mL xylene, then combined with 56 mg (0.090 mmol) BINAP and 20 mg (0.089 mmol) palladium(II)acetate and stirred for 48 h at 100° C. The mixture was evaporated down i. vac., the residue was dissolved in DMF/MeOH and purified by preparative HPLC-MS. T... The reactants are CS(=O)(=O)C1=CC=C(C=C1)C=1C=2N(C=CC1)N=C(N2)NC2=CC(=CC=C2)C2CCNCC2 ([8-(4-methanesulfonyl-phenyl)-[1,2,4]triazolo[1,5-a]pyridin-2-yl]-(3-piperidin-4-yl-phenyl)-amine), ClCCS(=O)(=O)C (1-chloro-2-methanesulfonyl-ethane). The product is CS(=O)(=O)CCN1CCC(CC1)C=1C=C(C=CC1)NC1=NN2C(C(=CC=C2)C2=CC=C(C=C2)S(=O)(=O)C)=N1 ({3-[1-(2-Methanesulfonyl-ethyl)-piperidin-4-yl]-phenyl}-[8-(4-methanesulfonyl-phenyl)-[1,2,4]triazolo[1,5-a]pyridin-2-yl]-amine), solid. The yield is 65.0%. As a reaction SMILES: [CH3:1][S:2]([C:5]1[CH:10]=[CH:9][C:8]([C:11]2[C:12]3[N:13]([N:17]=[C:18]([NH:20][C:21]4[CH:26]=[CH:25][CH:24]=[C:23]([CH:27]5[CH2:32][CH2:31][NH:30][CH2:29][CH2:28]5)[CH:22]=4)[N:19]=3)[CH:14]=[CH:15][CH:16]=2)=[CH:7][CH:6]=1)(=[O:4])=[O:3].Cl[CH2:34][CH2:35][S:36]([CH3:39])(=[O:38])=[O:37]>>[CH3:39][S:36]([CH2:35][CH2:34][N:30]1[CH2:31][CH2:32][CH:27]([C:23]2[CH:22]=[C:21]([NH:20][C:18]3[N:19]=[C:12]4[C:11]([C:8]5[CH:9]=[CH:10][C:5]([S:2]([CH3:1])(=[O:3])=[O:4])=[CH:6][CH:7]=5)=[CH:16][CH:15]=[CH:14][N:13]4[N:17]=3)[CH:26]=[CH:25][CH:24]=2)[CH2:28][CH2:29]1)(=[O:38])=[O:37]. Reported procedure: {3-[1-(2-Methanesulfonyl-ethyl)-piperidin-4-yl]-phenyl}-[8-(4-methanesulfonyl-phenyl)-[1,2,4]triazolo[1,5-a]pyridin-2-yl]-amine was prepared from [8-(4-methanesulfonyl-phenyl)-[1,2,4]triazolo[1,5-a]pyridin-2-yl]-(3-piperidin-4-yl-phenyl)-amine and 1-chloro-2-methanesulfonyl-ethane (75.0 mg, 0.526 mmol) in a manner analogous to Example 183. Product isolated as a pale yellow solid (0.164 g, 65%). MP=217-219° C. 1H NMR (400 MHz, CDCl3, δ, ppm): 8.50 (d, J=6.5 Hz, 1H), 8.27 (d, J=7.7 Hz, 2H), 8.09 (... Reaction SMILES: [Br:1][CH2:2][c:3]1[cH:4][c:5]([C:6](=[O:7])[O:8][CH3:9])[cH:10][cH:11][cH:12]1.[c:13]1([P:19]([c:20]2[cH:21][cH:22][cH:23][cH:24][cH:25]2)[c:26]2[cH:27][cH:28][cH:29][cH:30][cH:31]2)[cH:14][cH:15][cH:16][cH:17][cH:18]1.[c:32]1([CH3:33])[c:34]([CH3:35])[cH:36][cH:37][cH:38][cH:39]1>>[Br-:1].[CH2:2]([c:3]1[cH:4][c:5]([C:6](=[O:7])[O:8][CH3:9])[cH:10][cH:11][cH:12]1)[P+:19]([c:13]1[cH:14][cH:15][cH:16][cH:17][cH:18]1)([c:20]1[cH:21][cH:22][cH:23][cH:24][cH:25]1)[c:26]1[cH:27][cH:28][cH:29][cH:30][cH:31]1. Reactants: COC(=O)c1cccc(CBr)c1, c1ccc(P(c2ccccc2)c2ccccc2)cc1, Cc1ccccc1C. Product: [Br-], COC(=O)c1cccc(C[P+](c2ccccc2)(c2ccccc2)c2ccccc2)c1. Product: Cl, N=C(O)c1ccc(F)c(F)c1. Reaction SMILES: [CH3:12][CH2:13][OH:14].[ClH:11].[F:1][c:2]1[cH:3][c:4]([C:5]#[N:6])[cH:7][cH:8][c:9]1[F:10]>>[ClH:11].[F:1][c:2]1[cH:3][c:4]([C:5](=[NH:6])[OH:14])[cH:7][cH:8][c:9]1[F:10]. Starting materials: CCO, Cl, N#Cc1ccc(F)c(F)c1. Reactants: C1CCOC1, COC(=O)c1cc(OCCN(C)C)cc2c1ccn2C(C)C, [Li+], [OH-], O, O. RXN SMILES: [CH2:26]1[O:27][CH2:28][CH2:29][CH2:30]1.[CH3:1][O:2][C:3](=[O:4])[c:5]1[c:6]2[cH:7][cH:8][n:9]([CH:20]([CH3:21])[CH3:22])[c:10]2[cH:11][c:12]([O:14][CH2:15][CH2:16][N:17]([CH3:18])[CH3:19])[cH:13]1.[Li+:24].[OH-:23].[OH2:25].[OH2:31]>>[O:2]=[C:3]([OH:4])[c:5]1[c:6]2[cH:7][cH:8][n:9]([CH:20]([CH3:21])[CH3:22])[c:10]2[cH:11][c:12]([O:14][CH2:15][CH2:16][N:17]([CH3:18])[CH3:19])[cH:13]1. Yields the product CC(C)n1ccc2c(C(=O)O)cc(OCCN(C)C)cc21. Reactants: [OH-].[Na+] (NaOH), C(C)(C)N1C(=NC(=C1)C(=O)OCC)C (Ethyl 1-isopropyl-2-methyl-1H-imidazole-4-carboxylate), Cl (HCl). Solvent: C1CCOC1 (THF), CO (methanol). Reaction conditions: time 8 hour. The product is C(C)(C)N1C(=NC(=C1)C(=O)O)C (1-Isopropyl-2-methyl-1H-imidazole-4-carboxylic acid). Yield: 71.7%. As a reaction SMILES: [CH:1]([N:4]1[CH:8]=[C:7]([C:9]([O:11]CC)=[O:10])[N:6]=[C:5]1[CH3:14])([CH3:3])[CH3:2].[OH-].[Na+].Cl>CO.C1COCC1>[CH:1]([N:4]1[CH:8]=[C:7]([C:9]([OH:11])=[O:10])[N:6]=[C:5]1[CH3:14])([CH3:3])[CH3:2] |f:1.2|. Reported procedure: Ethyl 1-isopropyl-2-methyl-1H-imidazole-4-carboxylate (0.423 mmol, 83 mg) was dissolved in methanol (0.5 ml) and THF (4 ml). NaOH 2 M (2.115 mmol, 1.057 ml) was added and the resulting mixture was stirred at RT overnight. The pH of the reaction mixture was adjusted to about 5 with 1 M HCl and the mixture was evaporated. Ethanol was added and the salt was removed by filtration. The salt was flushed few times with ethanol. 51 mg of the title compound was obtained. 1H-NMR (400 MHz, DMSO-d6): δ 1.38...